describe an organic reaction: reactants, conditions, products, and yield From a dataset of the Open Reaction Database (ORD), a public repository of structured organic reaction records. The reactants are OC=1C=C(C(=O)O)C=CC1OC (3-Hydroxy-4-methoxybenzoic acid), C=1C=CC2=C(C1)N=NN2O (HOBT), CN1CCOCC1 (NMM), C(NN)(=O)OC(C)(C)C (tert-butyl carbazate), C(CCl)Cl (EDC). Run in O1CCCC1 (tetrahydrofuran). Yields the product C(C)(C)(C)OC(=O)NNC(C1=CC(=C(C=C1)OC)O)=O (N′-(3-hydroxy-4-methoxy-benzoyl)-hydrazinecarboxylic acid tert-butyl ester). RXN SMILES: [OH:1][C:2]1[CH:3]=[C:4]([CH:8]=[CH:9][C:10]=1[O:11][CH3:12])[C:5]([OH:7])=O.[C:13]([O:17][C:18]([CH3:21])([CH3:20])[CH3:19])(=[O:16])[NH:14][NH2:15].C(Cl)CCl.C1C=CC2N(O)N=NC=2C=1.CN1CCOCC1>O1CCCC1>[C:18]([O:17][C:13]([NH:14][NH:15][C:5](=[O:7])[C:4]1[CH:8]=[CH:9][C:10]([O:11][CH3:12])=[C:2]([OH:1])[CH:3]=1)=[O:16])([CH3:21])([CH3:20])[CH3:19]. Reported procedure: 3-Hydroxy-4-methoxybenzoic acid (1.0 g, 5.9 mmol) is coupled to tert-butyl carbazate (0.94 g, 7.1 mmol) using EDC (2.3 g, 12 mmol), HOBT (1.6 g, 15 mmol), and NMM (1.6 mL, 15 mmol) in tetrahydrofuran (30 mL). Following an aqueous work-up, the crude product is purified by reverse-phase high performance liquid chromatography to give N′-(3-hydroxy-4-methoxy-benzoyl)-hydrazinecarboxylic acid tert-butyl ester. The reactants are C1(=CC=CC=C1)CC=[N+](C)[O-] (N-(2-Phenylethylidene)methylamine N-oxide), C1=CC=CCC1 (1,3-cyclohexadiene). The product is C(C1=CC=CC=C1)[C@H]1N(O[C@@H]2[C@H]1C=CCC2)C (rel-(3R*,3aS*,7aS*)-3-benzyl-2-methyl-2,3,3a,6,7,7a-hexahydrobenzo[d]isoxazole). Yield: 87.0%. Reaction SMILES: [C:1]1([CH2:7][CH:8]=[N+:9]([O-:11])[CH3:10])[CH:6]=[CH:5][CH:4]=[CH:3][CH:2]=1.[CH:12]1[CH2:17][CH2:16][CH:15]=[CH:14][CH:13]=1>>[CH2:7]([C@@H:8]1[C@@H:17]2[CH:12]=[CH:13][CH2:14][CH2:15][C@@H:16]2[O:11][N:9]1[CH3:10])[C:1]1[CH:6]=[CH:5][CH:4]=[CH:3][CH:2]=1. Reported procedure: N-(2-Phenylethylidene)methylamine N-oxide (797 mg, 5.34 mmol) and 1,3-cyclohexadiene (3 ml) were heated together at 70° C. in a sealed tube under nitrogen for 14 hours. The solution was cooled to room temperature and the excess 1,3-cyclohexadiene was removed under reduced pressure to yield a viscous oil (1.07 g, 87%). This crude product was purified by flash chromatography using 60:40 v/v petroleum ether (fraction of bp 40°-60° C.):ethyl acetate as the solvent system to give the title compound (... Starting materials: COC1=CC=2C=3C4=C(C=C(C3NC2C=C1)C1=CC=CC=C1)C(NC4=O)=O (9-Methoxy-5-phenylpyrrolo[3,4-c]carbazole-1,3(2H,6H)-dione), B(Br)(Br)Br (BBr3). The product is OC1=CC=2C=3C4=C(C=C(C3NC2C=C1)C1=CC=CC=C1)C(NC4=O)=O (9-Hydroxy-5-phenylpyrrolo[3,4-c]carbazole-1,3(2H,6H)-dione). Isolated yield 89.0%. RXN SMILES: C[O:2][C:3]1[CH:15]=[CH:14][C:13]2[NH:12][C:11]3[C:10]([C:16]4[CH:21]=[CH:20][CH:19]=[CH:18][CH:17]=4)=[CH:9][C:8]4[C:22](=[O:26])[NH:23][C:24](=[O:25])[C:7]=4[C:6]=3[C:5]=2[CH:4]=1.B(Br)(Br)Br>>[OH:2][C:3]1[CH:15]=[CH:14][C:13]2[NH:12][C:11]3[C:10]([C:16]4[CH:17]=[CH:18][CH:19]=[CH:20][CH:21]=4)=[CH:9][C:8]4[C:22](=[O:26])[NH:23][C:24](=[O:25])[C:7]=4[C:6]=3[C:5]=2[CH:4]=1. Procedure details: Demethylation of 820 prepared as described in example 419 with BBr3 using the procedure described in example 80 gave (821) (89%), mp 335–345° C. 1H NMR δ [(CD3)2SO] 11.50 (s, 1H), 11.10 (s, 1H), 9.26 (d, J=2.4 Hz, 1H), 8.30 (d, J=2.4 Hz, 1H), 7.77–7.75 (m, 2H), 7.65–7.61 (m, 3H), 7.56–7.52 (m, 1H), 7.46 (d, J=8.7 Hz, 1H), 7.06 (dd, J=8.7, 2.4 Hz, 1H). Found: C, 72.71; H, 3.55; N, 8.16. C20H12N2O3 requires: C, 73.16; H, 3.68; N, 8.53. Starting materials: ClC=1C=CC(=C(CN2C3=C(NCC2)N=CC(=C3)C3=CC=C(C(=O)O)C=C3)C1)C(F)(F)F (4-{1-[5-chloro-2-(trifluoromethyl)benzyl]-1,2,3,4-tetrahydropyrido[2,3-b]pyrazin-7-yl}benzoic acid), C(C1=CC=CC=C1)N (benzylamine). Product: C(C1=CC=CC=C1)NC(C1=CC=C(C=C1)C1=CC2=C(NCCN2CC2=C(C=CC(=C2)Cl)C(F)(F)F)N=C1)=O (N-Benzyl-4-{1-[5-chloro-2-(trifluoromethyl)benzyl]-1,2,3,4-tetrahydropyrido[2,3-b]pyrazin-7-yl}benzamide). Reaction SMILES: [Cl:1][C:2]1[CH:3]=[CH:4][C:5]([C:28]([F:31])([F:30])[F:29])=[C:6]([CH:27]=1)[CH2:7][N:8]1[CH2:13][CH2:12][NH:11][C:10]2[N:14]=[CH:15][C:16]([C:18]3[CH:26]=[CH:25][C:21]([C:22](O)=[O:23])=[CH:20][CH:19]=3)=[CH:17][C:9]1=2.[CH2:32]([NH2:39])[C:33]1[CH:38]=[CH:37][CH:36]=[CH:35][CH:34]=1>>[CH2:32]([NH:39][C:22](=[O:23])[C:21]1[CH:25]=[CH:26][C:18]([C:16]2[CH:15]=[N:14][C:10]3[NH:11][CH2:12][CH2:13][N:8]([CH2:7][C:6]4[CH:27]=[C:2]([Cl:1])[CH:3]=[CH:4][C:5]=4[C:28]([F:31])([F:29])[F:30])[C:9]=3[CH:17]=2)=[CH:19][CH:20]=1)[C:33]1[CH:38]=[CH:37][CH:36]=[CH:35][CH:34]=1. Reported procedure: 4-{1-[5-chloro-2-(trifluoromethyl)benzyl]-1,2,3,4-tetrahydropyrido[2,3-b]pyrazin-7-yl}benzoic acid was reacted with benzylamine as in General Procedure 10 to give the title compound. LCMS: m/z=536.96 (M+H+); retention time=0.91 minutes. Starting materials: NCCO, O, NS(=O)(=O)c1cc2c(Cl)nccc2o1. Yields the product NS(=O)(=O)c1cc2c(NCCO)nccc2o1. RXN SMILES: [NH2:15][CH2:16][CH2:17][OH:18].[OH2:19].[S:1]([NH2:2])(=[O:3])(=[O:4])[c:5]1[cH:6][c:7]2[c:8]([Cl:14])[n:9][cH:10][cH:11][c:12]2[o:13]1>>[S:1]([NH2:2])(=[O:3])(=[O:4])[c:5]1[cH:6][c:7]2[c:8]([NH:15][CH2:16][CH2:17][OH:18])[n:9][cH:10][cH:11][c:12]2[o:13]1. Starting materials: CCO, CCCCCN(CCc1ccccc1)C(=O)C(CCC(=O)OC)CS(=O)(=O)c1ccc(Cl)c(Cl)c1, [Na+], [OH-]. The product is CCCCCN(CCc1ccccc1)C(=O)C(CCC(=O)O)CS(=O)(=O)c1ccc(Cl)c(Cl)c1. RXN SMILES: [CH3:38][CH2:39][OH:40].[Cl:1][c:2]1[cH:3][c:4]([S:9](=[O:10])(=[O:11])[CH2:12][CH:13]([CH2:14][CH2:15][C:16](=[O:17])[O:18][CH3:19])[C:20]([N:21]([CH2:22][CH2:23][c:24]2[cH:25][cH:26][cH:27][cH:28][cH:29]2)[CH2:30][CH2:31][CH2:32][CH2:33][CH3:34])=[O:35])[cH:5][cH:6][c:7]1[Cl:8].[Na+:37].[OH-:36]>>[Cl:1][c:2]1[cH:3][c:4]([S:9](=[O:10])(=[O:11])[CH2:12][CH:13]([CH2:14][CH2:15][C:16](=[O:17])[OH:18])[C:20]([N:21]([CH2:22][CH2:23][c:24]2[cH:25][cH:26][cH:27][cH:28][cH:29]2)[CH2:30][CH2:31][CH2:32][CH2:33][CH3:34])=[O:35])[cH:5][cH:6][c:7]1[Cl:8]. The reactants are COCCOC, CSc1cc(Cl)nc(C)n1, CC(c1cnc(F)c(B2OC(C)(C)C(C)(C)O2)c1)N1CCOCC1, [Na+], [Na+], O=C([O-])[O-], O. The product is CSc1cc(-c2cc(C(C)N3CCOCC3)cnc2F)nc(C)n1. RXN SMILES: [CH3:41][O:42][CH2:43][CH2:44][O:45][CH3:46].[Cl:1][c:2]1[n:3][c:4]([CH3:10])[n:5][c:6]([S:8][CH3:9])[cH:7]1.[F:11][c:12]1[c:13]([B:26]2[O:27][C:28]([CH3:29])([CH3:30])[C:31]([CH3:32])([CH3:33])[O:34]2)[cH:14][c:15]([CH:18]([CH3:19])[N:20]2[CH2:21][CH2:22][O:23][CH2:24][CH2:25]2)[cH:16][n:17]1.[Na+:35].[Na+:36].[O-:37][C:38](=[O:39])[O-:40].[OH2:47]>>[c:2]1(-[c:13]2[c:12]([F:11])[n:17][cH:16][c:15]([CH:18]([CH3:19])[N:20]3[CH2:21][CH2:22][O:23][CH2:24][CH2:25]3)[cH:14]2)[n:3][c:4]([CH3:10])[n:5][c:6]([S:8][CH3:9])[cH:7]1. The reactants are CN(C1(CCC(CC1)=O)CC1=C(C=CC=C1)F)C (4-dimethylamino-4-(2-fluorobenzyl)cyclohexanone), [Cl-].[NH4+] (ammonium chloride). The solvent is O1CCCC1 (tetrahydrofuran), C(CC1=CC=CC=C1)[Mg]Cl (phenethylmagnesium chloride), C1CCOC1 (THF). Reaction conditions: time 8 hour. The product is CN(C1(CCC(CC1)(O)CCC1=CC=CC=C1)CC1=C(C=CC=C1)F)C (4-dimethylamino-4-(2-fluorobenzyl)-1-phenethylcyclohexanol), Cl.CN(C1(CCC(CC1)(O)CCC1=CC=CC=C1)CC1=C(C=CC=C1)F)C (4-Dimethylamino-4-(2-fluorobenzyl)-1-phenethylcyclohexanol hydrochloride). Reaction SMILES: [CH3:1][N:2]([CH3:18])[C:3]1([CH2:10][C:11]2[CH:16]=[CH:15][CH:14]=[CH:13][C:12]=2[F:17])[CH2:8][CH2:7][C:6](=[O:9])[CH2:5][CH2:4]1.[Cl-:19].[NH4+]>O1CCCC1.C([Mg]Cl)CC1C=CC=CC=1>[CH3:18][N:2]([CH3:1])[C:3]1([CH2:10][C:11]2[CH:16]=[CH:15][CH:14]=[CH:13][C:12]=2[F:17])[CH2:8][CH2:7][C:6]([CH2:11][CH2:10][C:3]2[CH:8]=[CH:7][CH:6]=[CH:5][CH:4]=2)([OH:9])[CH2:5][CH2:4]1.[ClH:19].[CH3:18][N:2]([CH3:1])[C:3]1([CH2:10][C:11]2[CH:16]=[CH:15][CH:14]=[CH:13][C:12]=2[F:17])[CH2:8][CH2:7][C:6]([CH2:11][CH2:10][C:3]2[CH:8]=[CH:7][CH:6]=[CH:5][CH:4]=2)([OH:9])[CH2:5][CH2:4]1 |f:1.2,6.7|. Procedure: 5.79 g 4-dimethylamino-4-(2-fluorobenzyl)cyclohexanone were dissolved in 35 ml analytical grade tetrahydrofuran, 42 ml 1.0 molar phenethylmagnesium chloride solution in THF were added under a nitrogen atmosphere, while cooling in an ice-bath, and the mixture was stirred overnight at room temperature. For working up, 42 ml ammonium chloride solution (20 per cent by weight) were added, while cooling with ice, the phases were separated, the aqueous phase was extracted three times with 50 ml diethyl... Reactants: BrC=1C(=CC(=C(C1)O)C)C (5-bromo-2,4-dimethylphenol), CN(C=O)C (dimethylformamide), C([O-])([O-])=O.[K+].[K+] (Potassium carbonate), BrC=CCC (bromobutene). Run in O (water). Conditions: temperature 95 celsius. Product: BrC1=C(C=C(C(=C1)OCCC=C)C)C (1-Bromo-5-(but-3-enyloxy)-2,4-dimethylbenzene). As a reaction SMILES: [Br:1][C:2]1[C:3]([CH3:10])=[CH:4][C:5]([CH3:9])=[C:6]([OH:8])[CH:7]=1.CN(C)C=O.C(=O)([O-])[O-].[K+].[K+].Br[CH:23]=[CH:24][CH2:25][CH3:26]>O>[Br:1][C:2]1[CH:7]=[C:6]([O:8][CH2:26][CH2:25][CH:24]=[CH2:23])[C:5]([CH3:9])=[CH:4][C:3]=1[CH3:10] |f:2.3.4|. Procedure details: A 250-mL round bottomed flask is charged with 5-bromo-2,4-dimethylphenol (3.135 g, 15.6 mmol) and dimethylformamide (DMF) (50 mL). Potassium carbonate (23.7 g, 172 mmol) and bromobutene (15.8 mL, 156 mmol) are added and the reaction mixture is heated to 95° C. for 2 hr. After cooling to room temp, water (200 mL) is added. The product is extracted into ether (2×100 mL), and the combined organic fractions are washed with brine, dried over sodium sulfate and dried in vacuo. Yield=3.63 g (91.3%) of ... The reactants are C(C(=O)Cl)(=O)Cl (oxalyl chloride), CN(C=O)C (dimethylformamide), OC1=C(C=NC2=C(N=C(C=C12)OC)OC)C(=O)OCC (ethyl 4-hydroxy-6,8-dimethoxy-1,7-naphthyridine-3-carboxylate). Solvent: C(C)#N (acetonitrile). Conditions: time 20 minute. Product: ClC1=C(C=NC2=C(N=C(C=C12)OC)OC)C(=O)OCC (ethyl 4-chloro-6,8-dimethoxy-1,7-naphthyridine-3-carboxylate). Reaction SMILES: C(Cl)(=O)C([Cl:4])=O.CN(C)C=O.O[C:13]1[C:22]2[C:17](=[C:18]([O:25][CH3:26])[N:19]=[C:20]([O:23][CH3:24])[CH:21]=2)[N:16]=[CH:15][C:14]=1[C:27]([O:29][CH2:30][CH3:31])=[O:28]>C(#N)C>[Cl:4][C:13]1[C:22]2[C:17](=[C:18]([O:25][CH3:26])[N:19]=[C:20]([O:23][CH3:24])[CH:21]=2)[N:16]=[CH:15][C:14]=1[C:27]([O:29][CH2:30][CH3:31])=[O:28]. Reported procedure: A solution of 3.5 g of oxalyl chloride in 5 ml of dry acetonitrile is added dropwise to anhydrous dimethylformamide at -30°. After 20 minutes, 7.0 g of ethyl 4-hydroxy-6,8-dimethoxy-1,7-naphthyridine-3-carboxylate is added at -30°. Reaction temperature is kept between -20° and -30° for 30 minutes, then allowed to warm up to room temperature and evaporated to dryness. Residue is taken up in chloroform, washed with cold sodium bicarbonate aqueous solution, dried over magnesium sulfate, treated wit...